describe an organic reaction: reactants, conditions, products, and yield From a dataset of the Open Reaction Database (ORD), a public repository of structured organic reaction records. Starting materials: C(#N)[BH3-] (cyanoborohydride), FC1=CC=C(C(=O)N(C2CCNCC2)CC2=C(C=CC(=C2)C2=CC3=C(N(N=N3)C(C3=CC=CC=C3)(C3=CC=CC=C3)C3=CC=CC=C3)C=C2)F)C=C1 (4-fluoro-N-[2-fluoro-5-(1-trityl-1H-benzotriazol-5-yl)-benzyl]-N-piperidin-4-yl-benzamide), C(C)OC1(CC1)O[Si](C)(C)C ((1-ethoxy-cyclopropoxy)-trimethylsilane), C(C)(=O)O (acetic acid). Run in CO (methanol). Conditions: temperature 45 celsius, time 2 hour. The product is C1(CC1)N1CCC(CC1)N(C(C1=CC=C(C=C1)F)=O)CC1=C(C=CC(=C1)C1=CC2=C(N(N=N2)C(C2=CC=CC=C2)(C2=CC=CC=C2)C2=CC=CC=C2)C=C1)F (N-(1-Cyclopropyl-piperidin-4-yl)-4-fluoro-N-[2-fluoro-5-(1-trityl-1H-benzotriazol-5-yl)-benzyl]-benzamide). Yield: 66.1%. As a reaction SMILES: C([BH3-])#N.[F:4][C:5]1[CH:55]=[CH:54][C:8]([C:9]([N:11]([CH2:18][C:19]2[CH:24]=[C:23]([C:25]3[CH:52]=[CH:51][C:28]4[N:29]([C:32]([C:45]5[CH:50]=[CH:49][CH:48]=[CH:47][CH:46]=5)([C:39]5[CH:44]=[CH:43][CH:42]=[CH:41][CH:40]=5)[C:33]5[CH:38]=[CH:37][CH:36]=[CH:35][CH:34]=5)[N:30]=[N:31][C:27]=4[CH:26]=3)[CH:22]=[CH:21][C:20]=2[F:53])[CH:12]2[CH2:17][CH2:16][NH:15][CH2:14][CH2:13]2)=[O:10])=[CH:7][CH:6]=1.C(O[C:59]1(O[Si](C)(C)C)[CH2:61][CH2:60]1)C.C(O)(=O)C>CO>[CH:59]1([N:15]2[CH2:16][CH2:17][CH:12]([N:11]([CH2:18][C:19]3[CH:24]=[C:23]([C:25]4[CH:52]=[CH:51][C:28]5[N:29]([C:32]([C:39]6[CH:44]=[CH:43][CH:42]=[CH:41][CH:40]=6)([C:45]6[CH:46]=[CH:47][CH:48]=[CH:49][CH:50]=6)[C:33]6[CH:38]=[CH:37][CH:36]=[CH:35][CH:34]=6)[N:30]=[N:31][C:27]=5[CH:26]=4)[CH:22]=[CH:21][C:20]=3[F:53])[C:9](=[O:10])[C:8]3[CH:7]=[CH:6][C:5]([F:4])=[CH:55][CH:54]=3)[CH2:13][CH2:14]2)[CH2:61][CH2:60]1. Reported procedure: Solid supported cyanoborohydride (2.5 mmol/g, 46 mg) was added to a solution of 4-fluoro-N-[2-fluoro-5-(1-trityl-1H-benzotriazol-5-yl)-benzyl]-N-piperidin-4-yl-benzamide (20 mg, 0.029 mmol), (1-ethoxy-cyclopropoxy)-trimethylsilane (25 mg, 0.145 mmol) and acetic acid (1.74 mg, 0.029 mmol) in 1 mL of methanol. The mixture was stirred at 45° C. for 2 h and then at 75° C. overnight. The mixture was cooled and filtered and the filtrate concentrated in vacuo to provide the crude product. Chromatograph... Starting materials: BrC=1N=C2N(C3=C(NC4=C2C=CC=C4)N=CC=C3)C1C1=CC=C(C=C1)C1(CCC1)NC(OC(C)(C)C)=O (tert-butyl {1-[4-(2-bromo-9H-imidazo[1,2-d]pyrido[2,3-b][1,4]benzodiazepin-3-yl)phenyl]cyclobutyl}carbamate), C(CCC)[Sn](C=1SC=CN1)(CCCC)CCCC (2-(tributylstannyl)thiazole), O (water). Reagents/catalysts: Cl[Pd]([P](C1=CC=CC=C1)(C2=CC=CC=C2)C3=CC=CC=C3)([P](C4=CC=CC=C4)(C5=CC=CC=C5)C6=CC=CC=C6)Cl (PdCl2(PPh3)2). Run in COCCOC (1,2-dimethoxyethane). Conditions: temperature 130 celsius. Product: S1C(=NC=C1)C=1N=C2N(C3=C(NC4=C2C=CC=C4)N=CC=C3)C1C1=CC=C(C=C1)C1(CCC1)NC(OC(C)(C)C)=O (tert-butyl (1-{4-[2-(1,3-thiazol-2-yl)-9H-imidazo[1,2-d]pyrido[2,3-b][1,4]benzodiazepin-3-yl]phenyl}cyclobutyl)carbamate). RXN SMILES: Br[C:2]1[N:3]=[C:4]2[C:10]3[CH:11]=[CH:12][CH:13]=[CH:14][C:9]=3[NH:8][C:7]3[N:15]=[CH:16][CH:17]=[CH:18][C:6]=3[N:5]2[C:19]=1[C:20]1[CH:25]=[CH:24][C:23]([C:26]2([NH:30][C:31](=[O:37])[O:32][C:33]([CH3:36])([CH3:35])[CH3:34])[CH2:29][CH2:28][CH2:27]2)=[CH:22][CH:21]=1.C([Sn](CCCC)(CCCC)[C:43]1[S:44][CH:45]=[CH:46][N:47]=1)CCC.O>COCCOC.Cl[Pd](Cl)([P](C1C=CC=CC=1)(C1C=CC=CC=1)C1C=CC=CC=1)[P](C1C=CC=CC=1)(C1C=CC=CC=1)C1C=CC=CC=1>[S:44]1[CH:45]=[CH:46][N:47]=[C:43]1[C:2]1[N:3]=[C:4]2[C:10]3[CH:11]=[CH:12][CH:13]=[CH:14][C:9]=3[NH:8][C:7]3[N:15]=[CH:16][CH:17]=[CH:18][C:6]=3[N:5]2[C:19]=1[C:20]1[CH:25]=[CH:24][C:23]([C:26]2([NH:30][C:31](=[O:37])[O:32][C:33]([CH3:35])([CH3:34])[CH3:36])[CH2:27][CH2:28][CH2:29]2)=[CH:22][CH:21]=1 |^1:65,84|. Procedure details: A mixture of tert-butyl {1-[4-(2-bromo-9H-imidazo[1,2-d]pyrido[2,3-b][1,4]benzodiazepin-3-yl)phenyl]cyclobutyl}carbamate (300 mg, 0.54 mmol), 2-(tributylstannyl)thiazole (337 μA, 1.1 mmol), and PdCl2(PPh3)2 (38 mg, 0.047 mmol) in 1,2-dimethoxyethane (10 ml) was added to a crimp top microwave vial, which was then sealed and heated under microwave irradiation conditions at 130° C. for 60 min. After cooling to room temperature the mixture was poured into water and extracted into ethyl acetate. The ... The reactants are CC(C)([O-])C.[Na+] (Sodium t-butoxide), ClC=1C=C(C=CC1)CC(C)=O (1-(3-chloro-phenyl)-propan-2-one), COC(C1=CC=C(C=C1)CBr)=O (4-bromomethyl-benzoic acid methyl ester). Solvent: C1CCOC1 (THF). Reaction conditions: temperature -78 celsius. The product is ClC=1C=C(C=CC1)C(CC1=CC=C(C(=O)OC)C=C1)C(C)=O (Methyl 4-[2-(3-chlorophenyl)-3-oxobutyl]benzoate). Reaction SMILES: CC(C)([O-])C.[Na+].[Cl:7][C:8]1[CH:9]=[C:10]([CH2:14][C:15](=[O:17])[CH3:16])[CH:11]=[CH:12][CH:13]=1.[CH3:18][O:19][C:20](=[O:29])[C:21]1[CH:26]=[CH:25][C:24]([CH2:27]Br)=[CH:23][CH:22]=1>C1COCC1>[Cl:7][C:8]1[CH:9]=[C:10]([CH:14]([C:15](=[O:17])[CH3:16])[CH2:27][C:24]2[CH:25]=[CH:26][C:21]([C:20]([O:19][CH3:18])=[O:29])=[CH:22][CH:23]=2)[CH:11]=[CH:12][CH:13]=1 |f:0.1|. Procedure details: Sodium t-butoxide (0.60 g, 6.34 mmol) was added all at once to a THF solution (10 mL) of 1-(3-chloro-phenyl)-propan-2-one (1.08 g, 6.40 mmol) stirred at −78° C. After 3 minutes 4-bromomethyl-benzoic acid methyl ester (1.54 g, 6.72 mmol) was added all at once and the reaction solution was allowed to warm to room temperature. After stirring for 1 hour the reaction solution was partitioned between aqueous 1N HCl and ethyl acetate. The organic phase was washed with brine and dried over MgSO4. The so... Reactants: N#Cc1cc(Br)ccc1-c1ccccn1, CC(C)(C)[O-], CCOC(C)=O, CCCCCC, NC1CCCCC1N, [Na+], CN(C)C=O, c1ccc(-c2cc[nH]c2)nc1. Yields the product N#Cc1cc(-n2ccc(-c3ccccn3)c2)ccc1-c1ccccn1. As a reaction SMILES: [Br:12][c:13]1[cH:14][cH:15][c:16](-[c:21]2[n:22][cH:23][cH:24][cH:25][cH:26]2)[c:17]([C:18]#[N:19])[cH:20]1.[CH3:27][C:28]([CH3:29])([O-:30])[CH3:31].[CH3:46][CH2:47][O:48][C:49]([CH3:50])=[O:51].[CH3:52][CH2:53][CH2:54][CH2:55][CH2:56][CH3:57].[NH2:33][CH:34]1[CH2:35][CH2:36][CH2:37][CH2:38][CH:39]1[NH2:40].[Na+:32].[O:41]=[CH:42][N:43]([CH3:44])[CH3:45].[nH:1]1[cH:2][c:3](-[c:6]2[n:7][cH:8][cH:9][cH:10][cH:11]2)[cH:4][cH:5]1>>[n:1]1(-[c:13]2[cH:14][cH:15][c:16](-[c:21]3[n:22][cH:23][cH:24][cH:25][cH:26]3)[c:17]([C:18]#[N:19])[cH:20]2)[cH:2][c:3](-[c:6]2[n:7][cH:8][cH:9][cH:10][cH:11]2)[cH:4][cH:5]1. Starting materials: ClC1=C(OC2=CC(=C(C=C2)N(C(=O)NC(C2=C(C=CC=C2F)F)=O)SN(CCC)CCC)F)C=CC(=C1)C(F)(F)F (N[[[4-[2-chloro-4-(trifluoromethyl)phenoxy]-2-fluorophenyl][[di(n-propyl)amino]thio]amino]carbonyl]-2,6-difluorobenzamide), C(C)(C)N(SCl)C(C)C (di(isopropyl)aminosulphenyl chloride). Yields the product ClC1=C(OC2=CC(=C(C=C2)N(C(=O)NC(C2=C(C=CC=C2F)F)=O)SN(C(C)C)C(C)C)F)C=CC(=C1)C(F)(F)F (N[[[4-[2-chloro-4-(trifluoromethyl)phenoxy]-2-fluorophenyl][[diisopropylamino]thio]amino]carbonyl]-2,6-difluorobenzamide). Reaction SMILES: [Cl:1][C:2]1[CH:37]=[C:36]([C:38]([F:41])([F:40])[F:39])[CH:35]=[CH:34][C:3]=1[O:4][C:5]1[CH:10]=[CH:9][C:8]([N:11](SN(CCC)CCC)[C:12]([NH:14][C:15](=[O:24])[C:16]2[C:21]([F:22])=[CH:20][CH:19]=[CH:18][C:17]=2[F:23])=[O:13])=[C:7]([F:33])[CH:6]=1.[CH:42]([N:45]([CH:48]([CH3:50])[CH3:49])[S:46]Cl)([CH3:44])[CH3:43]>>[Cl:1][C:2]1[CH:37]=[C:36]([C:38]([F:41])([F:39])[F:40])[CH:35]=[CH:34][C:3]=1[O:4][C:5]1[CH:10]=[CH:9][C:8]([N:11]([S:46][N:45]([CH:48]([CH3:50])[CH3:49])[CH:42]([CH3:44])[CH3:43])[C:12]([NH:14][C:15](=[O:24])[C:16]2[C:21]([F:22])=[CH:20][CH:19]=[CH:18][C:17]=2[F:23])=[O:13])=[C:7]([F:33])[CH:6]=1. Procedure: 39 was prepared, as a white solid, m.p.: 147°-149° C. in a similar manner to (38). The intermediate compound, di(isopropyl)aminosulphenyl chloride, boiled at 92°-4° C. at 20 Torr. The reactants are FC1=CC=C(CN(C(C)=O)CC2=CC=C(C=C2)F)C=C1 (N,N-Bis-(4-fluoro-benzyl)-acetamide), COC(C(=O)OC)=O (dimethyloxalate), [Li+].C[Si](C)(C)[N-][Si](C)(C)C (LiHMDS). Run in C1CCOC1 (THF). Reaction conditions: temperature 0 celsius, time 1 hour. The product is COC(C(=CC(N(CC1=CC=C(C=C1)F)CC1=CC=C(C=C1)F)=O)O)=O (3-[bis-(4-fluoro-benzyl)-carbamoyl]-2-hydroxy-acrylic acid methyl ester). Isolated yield 50.8%. Reaction SMILES: [F:1][C:2]1[CH:20]=[CH:19][C:5]([CH2:6][N:7]([CH2:11][C:12]2[CH:17]=[CH:16][C:15]([F:18])=[CH:14][CH:13]=2)[C:8](=[O:10])[CH3:9])=[CH:4][CH:3]=1.[CH3:21][O:22][C:23](=[O:28])[C:24](OC)=[O:25].[Li+].C[Si]([N-][Si](C)(C)C)(C)C>C1COCC1>[CH3:21][O:22][C:23](=[O:28])[C:24]([OH:25])=[CH:9][C:8](=[O:10])[N:7]([CH2:11][C:12]1[CH:13]=[CH:14][C:15]([F:18])=[CH:16][CH:17]=1)[CH2:6][C:5]1[CH:4]=[CH:3][C:2]([F:1])=[CH:20][CH:19]=1 |f:2.3|. Procedure: N,N-Bis-(4-fluoro-benzyl)-acetamide (15.0 grams, 54.5 mmol) and dimethyloxalate (9.6 grams, 81.3 mmol) were dissolved in 54 mL of THF. After cooling to 0° C. 108 mL of 1N LiHMDS (THF) was added dropwise. The reaction mixture was stirred 1 hr then quenched with 1N HCl. The resulting mixture was extracted with CH2Cl2, dried over Na2SO4, filtered and the solvent removed under vacuum. The product was purified by flash column chromatography (SiO2, 80:20 hexanes/EtOAc) to yield 10 grams (53% yield) of... Reactants: ClC1=NC(=CC=C1C=CC(=O)NCC1=CC(=C(C(=C1)F)NS(=O)(=O)C)C#C)C(F)(F)F (3-(2-Chloro-6-trifluoromethyl-pyridin-3-yl)-N-(3-ethynyl-5-fluoro-4-methanesulfonylamino-benzyl)-acrylamide). Run in C(CCC)N (n-butylamine). Yields the product C(CCC)NC1=NC(=CC=C1C=CC(=O)NCC1=CC(=C(C(=C1)F)NS(=O)(=O)C)C#C)C(F)(F)F (3-(2-Butylamino-6-trifluoromethyl-pyridin-3-yl)-N-(3-ethynyl-5-fluoro-4-methanesulfonylamino-benzyl)-acrylamide). Yield: 24.6%. Reaction SMILES: Cl[C:2]1[C:7]([CH:8]=[CH:9][C:10]([NH:12][CH2:13][C:14]2[CH:19]=[C:18]([F:20])[C:17]([NH:21][S:22]([CH3:25])(=[O:24])=[O:23])=[C:16]([C:26]#[CH:27])[CH:15]=2)=[O:11])=[CH:6][CH:5]=[C:4]([C:28]([F:31])([F:30])[F:29])[N:3]=1>C(N)CCC>[CH2:2]([NH:3][C:2]1[C:7]([CH:8]=[CH:9][C:10]([NH:12][CH2:13][C:14]2[CH:19]=[C:18]([F:20])[C:17]([NH:21][S:22]([CH3:25])(=[O:23])=[O:24])=[C:16]([C:26]#[CH:27])[CH:15]=2)=[O:11])=[CH:6][CH:5]=[C:4]([C:28]([F:30])([F:31])[F:29])[N:3]=1)[CH2:7][CH2:6][CH3:5]. Reported procedure: 3-(2-Chloro-6-trifluoromethyl-pyridin-3-yl)-N-(3-ethynyl-5-fluoro-4-methanesulfonylamino-benzyl)-acrylamide (30 mg, 0.057 mmol) was reacted with n-butylamine (500 μl) as in example 65 to give the title compound (3.6 mg, 12%) after purification by column chromatography (Hex EtOAc=1/1).